Dataset: the Open Reaction Database (ORD), a public repository of structured organic reaction records. Task: describe an organic reaction: reactants, conditions, products, and yield The reactants are CO, CCO, ClC(Cl)Cl, NN, COC(=O)CCSCCOC1OC(CO)C(O)C(O)C1O, O, O. The product is NNC(=O)CCSCCOC1OC(CO)C(O)C(O)C1O. RXN SMILES: [CH3:26][OH:27].[CH3:32][CH2:33][OH:34].[CH:28]([Cl:29])([Cl:30])[Cl:31].[NH2:23][NH2:24].[O:1]([CH:2]1[CH:3]([OH:4])[CH:5]([OH:6])[CH:7]([OH:8])[CH:9]([CH2:11][OH:12])[O:10]1)[CH2:13][CH2:14][S:15][CH2:16][CH2:17][C:18]([O:20][CH3:19])=[O:21].[OH2:22].[OH2:25]>>[O:1]([CH:2]1[CH:3]([OH:4])[CH:5]([OH:6])[CH:7]([OH:8])[CH:9]([CH2:11][OH:12])[O:10]1)[CH2:13][CH2:14][S:15][CH2:16][CH2:17][C:18](=[O:20])[NH:23][NH2:24]. Starting materials: BrC1=CC2=C(C=3N=C(SC3CCO2)C=2N(N=CN2)CC(F)(F)F)C=C1 (8-Bromo-2-[2-(2,2,2-trifluoro-ethyl)-2H-[1,2,4]triazol-3-yl]-4,5-dihydro-6-oxa-3-thia-1-aza-benzo[e]azulene), BrC1=CC2=C(C=3N=C(SC3CCO2)C(=O)N)C=C1 (8-bromo-4,5-dihydro-6-oxa-3-thia-1-aza-benzo[e]azulene-2-carboxylic acid amide), FC(C(C)NN)(F)F ((2,2,2-Trifluoro-1-methyl-ethyl)-hydrazine). The product is BrC1=CC2=C(C=3N=C(SC3CCO2)C=2N(N=CN2)C(C(F)(F)F)C)C=C1 (8-Bromo-2-[2-(2,2,2-trifluoro-1-methyl-ethyl)-2H-[1,2,4]triazol-3-yl]-4,5-dihydro-6-oxa-3-thia-1-aza-benzo[e]azulene). As a reaction SMILES: [Br:1][C:2]1[CH:25]=[CH:24][C:5]2[C:6]3[N:7]=[C:8]([C:14]4[N:15]([CH2:19][C:20]([F:23])([F:22])[F:21])[N:16]=[CH:17][N:18]=4)[S:9][C:10]=3[CH2:11][CH2:12][O:13][C:4]=2[CH:3]=1.Br[C:27]1C=CC2C3N=C(C(N)=O)SC=3CCOC=2C=1.FC(F)(F)C(NN)C>>[Br:1][C:2]1[CH:25]=[CH:24][C:5]2[C:6]3[N:7]=[C:8]([C:14]4[N:15]([CH:19]([CH3:27])[C:20]([F:23])([F:21])[F:22])[N:16]=[CH:17][N:18]=4)[S:9][C:10]=3[CH2:11][CH2:12][O:13][C:4]=2[CH:3]=1. Procedure: Following the procedure for 8-Bromo-2-[2-(2,2,2-trifluoro-ethyl)-2H-[1,2,4]triazol-3-yl]-4,5-dihydro-6-oxa-3-thia-1-aza-benzo[e]azulene, 8-Bromo-4,5-dihydro-6-oxa-3-thia-1-aza-benzo[e]azulene-2-carboxylic acid amide 25 was reacted with (2,2,2-Trifluoro-1-methyl-ethyl)-hydrazine to give 8-Bromo-2-[2-(2,2,2-trifluoro-1-methyl-ethyl)-2H-[1,2,4]triazol-3-yl]-4,5-dihydro-6-oxa-3-thia-1-aza-benzo[e]azulene. MS(ESI+) 445.0/447.0. Reactants: ClC=1N=C(C2=C(N1)NC=C2F)Cl (2,4-dichloro-5-fluoro-7H-pyrrolo[2,3-d]pyrimidine), C1(CCC1)N (cyclobutylamine), TEA, C(Cl)Cl (CH2Cl2), O (H2O). Run in C(CCC)O (nBuOH). Product: ClC=1N=C(C2=C(N1)NC=C2F)NC2CCC2 (2-chloro-N-cyclobutyl-5-fluoro-7H-pyrrolo[2,3-d]pyrimidin-4-amine). The yield is 93.5%. RXN SMILES: [Cl:1][C:2]1[N:3]=[C:4](Cl)[C:5]2[C:10]([F:11])=[CH:9][NH:8][C:6]=2[N:7]=1.[CH:13]1([NH2:17])[CH2:16][CH2:15][CH2:14]1.C(Cl)Cl.O>C(O)CCC>[Cl:1][C:2]1[N:3]=[C:4]([NH:17][CH:13]2[CH2:16][CH2:15][CH2:14]2)[C:5]2[C:10]([F:11])=[CH:9][NH:8][C:6]=2[N:7]=1. Procedure: A solution of 2,4-dichloro-5-fluoro-7H-pyrrolo[2,3-d]pyrimidine (50 mg, 0.24 mmol), cyclobutylamine (0.041 mL, 0.48 mmol) and TEA (0.070 mL, 0.50 mmol) in nBuOH (2 mL) was stirred at 70° C. for 5 h. CH2Cl2 and H2O were added. The organic phase was separated, washed with 5% NaHCO3, then with 1N HCl, dried over Na2SO4, concentrated in vacuo to give 2-chloro-N-cyclobutyl-5-fluoro-7H-pyrrolo[2,3-d]pyrimidin-4-amine (54 mg). Reactants: C(C)(C)(C)OC(COCC1=C(C=CC(=C1)Cl)OCC(=O)N1[C@@H](CN([C@H](C1)C)CC1=CC=C(C=C1)F)C)=O ((5-chloro-2-{2-[4-(4-fluoro-benzyl)-(2R,5S)-2,5-dimethyl-piperazin-1-yl]-2-oxo-ethoxy}-benzyloxy)-acetic acid tert-butyl ester), FC(C(=O)O)(F)F (trifluoroacetic acid), Cl (hydrogen chloride). Run in ClCCl (dichloromethane), ClCCl (dichloromethane). Run at time 8 hour. Yields the product ClC=1C=CC(=C(COCC(=O)O)C1)OCC(=O)N1[C@@H](CN([C@H](C1)C)CC1=CC=C(C=C1)F)C ((5-Chloro-2-{2-[4-(4-fluoro-benzyl)-(2R,5S)-2,5-dimethyl-piperazin-1-yl]-2-oxo-ethoxy}-benzyloxy)-acetic acid), hydrochloride salt. RXN SMILES: C([O:5][C:6](=[O:37])[CH2:7][O:8][CH2:9][C:10]1[CH:15]=[C:14]([Cl:16])[CH:13]=[CH:12][C:11]=1[O:17][CH2:18][C:19]([N:21]1[CH2:26][C@H:25]([CH3:27])[N:24]([CH2:28][C:29]2[CH:34]=[CH:33][C:32]([F:35])=[CH:31][CH:30]=2)[CH2:23][C@H:22]1[CH3:36])=[O:20])(C)(C)C.FC(F)(F)C(O)=O.Cl>ClCCl>[Cl:16][C:14]1[CH:13]=[CH:12][C:11]([O:17][CH2:18][C:19]([N:21]2[CH2:26][C@H:25]([CH3:27])[N:24]([CH2:28][C:29]3[CH:30]=[CH:31][C:32]([F:35])=[CH:33][CH:34]=3)[CH2:23][C@H:22]2[CH3:36])=[O:20])=[C:10]([CH:15]=1)[CH2:9][O:8][CH2:7][C:6]([OH:37])=[O:5]. Reported procedure: To a solution of (5-chloro-2-{2-[4-(4-fluoro-benzyl)-(2R,5S)-2,5-dimethyl-piperazin-1-yl]-2-oxo-ethoxy}-benzyloxy)-acetic acid tert-butyl ester (0.14 g, 0.25 mmol) in dichloromethane (5.0 mL) was added trifluoroacetic acid (0.5 mL). The resulting mixture was stirred at ambient temperature overnight, diluted with dichloromethane and treated with excess hydrogen chloride gas. The mixture was concentrated in vacuo to give the title compound as its hydrochloride salt (0.14 g). Starting materials: C(C)NCC (diethylamine), C(C)(=O)OCC=1CS[C@H]2N(C1C(=O)O)C(C2NC(C(=NO)C=2N=C(SC2)NC(C2=CC=CC=C2)(C2=CC=CC=C2)C2=CC=CC=C2)=O)=O (3-acetoxymethyl-7-[2-(2-tritylamino-4-thiazolyl)-2-(hydroxyimino)-acetamido]-ceph-3-eme-4-carboxylic acid), C(Cl)Cl (methylene chloride), C(C1=CC=CC=C1)(=O)Cl (benzoyl chloride). Solvent: C(C)(=O)OCC (ethyl acetate), N1=CC=CC=C1 (pyridine). Reaction conditions: time 10 minute. Yields the product C(C)(=O)OCC=1CS[C@H]2N(C1C(=O)O)C(C2NC(C(=NOC(=O)C2=CC=CC=C2)C=2N=C(SC2)NC(C2=CC=CC=C2)(C2=CC=CC=C2)C2=CC=CC=C2)=O)=O.C(C)NCC (diethylamine 3-acetoxymethyl-7-[2-(2-tritylamino-4-thiazolyl)-2-(phenylcarbonyloxyimino)-acetamido]-ceph-3-eme-4-carboxylate). As a reaction SMILES: [C:1]([O:4][CH2:5][C:6]1[CH2:7][S:8][C@@H:9]2[CH:16]([NH:17][C:18](=[O:47])[C:19]([C:22]3[N:23]=[C:24]([NH:27][C:28]([C:41]4[CH:46]=[CH:45][CH:44]=[CH:43][CH:42]=4)([C:35]4[CH:40]=[CH:39][CH:38]=[CH:37][CH:36]=4)[C:29]4[CH:34]=[CH:33][CH:32]=[CH:31][CH:30]=4)[S:25][CH:26]=3)=[N:20][OH:21])[C:15](=[O:48])[N:10]2[C:11]=1[C:12]([OH:14])=[O:13])(=[O:3])[CH3:2].C(Cl)Cl.[C:52](Cl)(=[O:59])[C:53]1[CH:58]=[CH:57][CH:56]=[CH:55][CH:54]=1.[CH2:61]([NH:63][CH2:64][CH3:65])[CH3:62]>C(OCC)(=O)C.N1C=CC=CC=1>[C:1]([O:4][CH2:5][C:6]1[CH2:7][S:8][C@@H:9]2[CH:16]([NH:17][C:18](=[O:47])[C:19]([C:22]3[N:23]=[C:24]([NH:27][C:28]([C:41]4[CH:42]=[CH:43][CH:44]=[CH:45][CH:46]=4)([C:29]4[CH:34]=[CH:33][CH:32]=[CH:31][CH:30]=4)[C:35]4[CH:36]=[CH:37][CH:38]=[CH:39][CH:40]=4)[S:25][CH:26]=3)=[N:20][O:21][C:52]([C:53]3[CH:58]=[CH:57][CH:56]=[CH:55][CH:54]=3)=[O:59])[C:15](=[O:48])[N:10]2[C:11]=1[C:12]([OH:14])=[O:13])(=[O:3])[CH3:2].[CH2:61]([NH:63][CH2:64][CH3:65])[CH3:62] |f:6.7|. Procedure: A mixture of 0.683 g of the syn isomer of 3-acetoxymethyl-7-[2-(2-tritylamino-4-thiazolyl)-2-(hydroxyimino)-acetamido]-ceph-3-eme-4-carboxylic acid, 10 ml of methylene chloride, 0.2 ml of pyridine and 0.2 ml of benzoyl chloride was stirred at room temperature for 10 minutes and was washed with water acidified to a pH of 1. The organic phase was dried, vacuum filtered and evaporated to dryness to obtain 0.737 g of raw product. The latter was dissolved in 5 ml of ethyl acetate and 0.1 ml of diethy...